Dataset: the Open Reaction Database (ORD), a public repository of structured organic reaction records. Task: describe an organic reaction: reactants, conditions, products, and yield The product is BrC1=CC2=C(N1C(C)C)C(N(C2=O)C=2N(N=C(C2)C)C)C2=CC=C(C#N)C=C2 (4-[2-Bromo-5-(2,5-dimethyl-2H-pyrazol-3-yl)-1-isopropyl-4-oxo-1,4,5,6-tetrahydro-pyrrolo[3,4-b]pyrrol-6-yl]-benzonitrile). Procedure: The title compound was prepared in analogy to the procedure described for Step H1, but diethylaluminium chloride (1.8M in toluene) [96-10-6] was used instead of trimethylaluminium chloride, and 5-bromo-2-[(4-cyano-phenyl)-(2,5-dimethyl-2H-pyrazol-3-ylamino)-methyl]-1-isopropyl-1H-pyrrole-3-carboxylic acid methyl ester (Step AX1) was used instead of 2-[(3-chloro-4-fluoro-phenylamino)-(4-cyano-phenyl)-methyl]-1-isopropyl-1H-pyrrole-3-carboxylic acid ethyl ester to afford the title compound as a so... Reactants: [Cl-].C(C)[Al+]CC (diethylaluminium chloride), COC(=O)C1=C(N(C(=C1)Br)C(C)C)C(NC=1N(N=C(C1)C)C)C1=CC=C(C=C1)C#N (5-bromo-2-[(4-cyano-phenyl)-(2,5-dimethyl-2H-pyrazol-3-ylamino)-methyl]-1-isopropyl-1H-pyrrole-3-carboxylic acid methyl ester). Reaction SMILES: [Cl-].C([Al+]CC)C.C[O:8][C:9]([C:11]1[CH:15]=[C:14]([Br:16])[N:13]([CH:17]([CH3:19])[CH3:18])[C:12]=1[CH:20]([C:29]1[CH:34]=[CH:33][C:32]([C:35]#[N:36])=[CH:31][CH:30]=1)[NH:21][C:22]1[N:23]([CH3:28])[N:24]=[C:25]([CH3:27])[CH:26]=1)=O>>[Br:16][C:14]1[N:13]([CH:17]([CH3:18])[CH3:19])[C:12]2[CH:20]([C:29]3[CH:34]=[CH:33][C:32]([C:35]#[N:36])=[CH:31][CH:30]=3)[N:21]([C:22]3[N:23]([CH3:28])[N:24]=[C:25]([CH3:27])[CH:26]=3)[C:9](=[O:8])[C:11]=2[CH:15]=1 |f:0.1|. The reactants are COc1ccc(C(Nc2cccc(C(N)=O)c2)C(=O)O)cc1OC, CC(C)S(=O)(=O)c1ccc(NC(=O)N(C)C)cc1C1CCCN1, Cl. The product is COc1ccc(C(Nc2cccc(C(N)=O)c2)C(=O)N2CCCC2c2cc(NC(=O)N(C)C)ccc2S(=O)(=O)C(C)C)cc1OC. RXN SMILES: [C:1]([NH2:2])(=[O:3])[c:4]1[cH:5][c:6]([NH:10][CH:11]([C:12](=[O:13])[OH:14])[c:15]2[cH:16][c:17]([O:23][CH3:24])[c:18]([O:21][CH3:22])[cH:19][cH:20]2)[cH:7][cH:8][cH:9]1.[CH:26]([CH3:27])([CH3:28])[S:29](=[O:30])(=[O:31])[c:32]1[c:33]([CH:44]2[NH:45][CH2:46][CH2:47][CH2:48]2)[cH:34][c:35]([NH:38][C:39]([N:40]([CH3:41])[CH3:42])=[O:43])[cH:36][cH:37]1.[ClH:25]>>[C:1]([NH2:2])(=[O:3])[c:4]1[cH:5][c:6]([NH:10][CH:11]([C:12](=[O:13])[N:45]2[CH:44]([c:33]3[c:32]([S:29]([CH:26]([CH3:27])[CH3:28])(=[O:30])=[O:31])[cH:37][cH:36][c:35]([NH:38][C:39]([N:40]([CH3:41])[CH3:42])=[O:43])[cH:34]3)[CH2:48][CH2:47][CH2:46]2)[c:15]2[cH:16][c:17]([O:23][CH3:24])[c:18]([O:21][CH3:22])[cH:19][cH:20]2)[cH:7][cH:8][cH:9]1. Reactants: COC(=O)C1=CC=C2CCCN(C2=C1)S(=O)(=O)C1=C(C=CC(=C1)C)OC (1-(2-methoxy-5-methyl-benzenesulfonyl)-1,2,3,4-tetrahydro-quinoline-7-carboxylic acid methyl ester), solution, [OH-].[K+] (KOH), O (water). Solvent: CO (methanol), O1CCCC1 (tetrahydrofuran). Run at time 18 hour. Product: COC1=C(C=C(C=C1)C)S(=O)(=O)N1CCCC2=CC=C(C=C12)C(=O)O (1-(2-Methoxy-5-methyl-benzenesulfonyl)-1,2,3,4-tetrahydro-quinoline-7-carboxylic acid). As a reaction SMILES: C[O:2][C:3]([C:5]1[CH:14]=[C:13]2[C:8]([CH2:9][CH2:10][CH2:11][N:12]2[S:15]([C:18]2[CH:23]=[C:22]([CH3:24])[CH:21]=[CH:20][C:19]=2[O:25][CH3:26])(=[O:17])=[O:16])=[CH:7][CH:6]=1)=[O:4].[OH-].[K+].O>CO.O1CCCC1>[CH3:26][O:25][C:19]1[CH:20]=[CH:21][C:22]([CH3:24])=[CH:23][C:18]=1[S:15]([N:12]1[C:13]2[C:8](=[CH:7][CH:6]=[C:5]([C:3]([OH:4])=[O:2])[CH:14]=2)[CH2:9][CH2:10][CH2:11]1)(=[O:16])=[O:17] |f:1.2|. Procedure: A suspension of 1-(2-methoxy-5-methyl-benzenesulfonyl)-1,2,3,4-tetrahydro-quinoline-7-carboxylic acid methyl ester (35.09 g, 0.09 mol) in methanol (0.27 L) and tetrahydrofuran (95.00 mL) was treated with a 3N solution of KOH in water (93.00 mL, 0.28 mol) and stirred at room temperature for 18 hours, then at 45° C. for 2 hours. The organic solvents were evaporated and the residual aqueous slurry diluted with water (0.45 L) and cooled to 0° C. The mixture was set to pH 1 with HCl 3N (85.00 mL) and... Starting materials: N1=CC(=CC=C1)C(C(O)C1=C(C=CC=C1)Br)=O (1-(pyrid-3-yl)-2-(2-bromophenyl)-2-hydroxyethanone), C(CO)O (ethylene glycol), [BH4-].[Na+] (sodium borohydride), Cl (hydrochloric acid). Solvent: CO (methanol). Yields the product N1=CC(=CC=C1)C(CC1=C(C=CC=C1)Br)(O)O (1-(pyrid-3-yl)-2-(2-bromophenyl)-ethanediol). Reaction SMILES: [N:1]1[CH:6]=[CH:5][CH:4]=[C:3]([C:7](=[O:17])[CH:8]([C:10]2[CH:15]=[CH:14][CH:13]=[CH:12][C:11]=2[Br:16])O)[CH:2]=1.[BH4-].[Na+].Cl.C(O)C[OH:23]>CO>[N:1]1[CH:6]=[CH:5][CH:4]=[C:3]([C:7]([OH:17])([OH:23])[CH2:8][C:10]2[CH:15]=[CH:14][CH:13]=[CH:12][C:11]=2[Br:16])[CH:2]=1 |f:1.2|. Procedure: 20 g (0.068 mol) of 1-(pyrid-3-yl)-2-(2-bromophenyl)-2-hydroxyethanone in 300 ml of methanol were reduced with 3 g (0.079 mol) of sodium borohydride at 0° C. Stirring was carried out for a few hours at room temperature (21° C.), the pH was brought to 2 with 4N hydrochloric acid and 4 ml of ethylene glycol were added. The solution was evaporated down, after which the residue was covered with a layer of ethyl acetate and neutralized with NaHCO3 solution. The ethyl acetate phase was washed twice wi... Reactants: O, O=C(OCc1ccccc1)N1CCC(O)C1, Cc1ccc(S(=O)(=O)Cl)cc1, c1ccncc1. Yields the product Cc1ccc(S(=O)(=O)OC2CCN(C(=O)OCc3ccccc3)C2)cc1. RXN SMILES: [OH2:34].[OH:1][CH:2]1[CH2:3][N:4]([C:7](=[O:8])[O:9][CH2:10][c:11]2[cH:12][cH:13][cH:14][cH:15][cH:16]2)[CH2:5][CH2:6]1.[c:23]1([CH3:33])[cH:24][cH:25][c:26]([S:29](=[O:30])(=[O:31])[Cl:32])[cH:27][cH:28]1.[cH:17]1[cH:18][cH:19][n:20][cH:21][cH:22]1>>[O:1]([CH:2]1[CH2:3][N:4]([C:7](=[O:8])[O:9][CH2:10][c:11]2[cH:12][cH:13][cH:14][cH:15][cH:16]2)[CH2:5][CH2:6]1)[S:29]([c:26]1[cH:25][cH:24][c:23]([CH3:33])[cH:28][cH:27]1)(=[O:30])=[O:31].